Dataset: the Open Reaction Database (ORD), a public repository of structured organic reaction records. Task: describe an organic reaction: reactants, conditions, products, and yield Reactants: C=CC12CCc3cc(O)ccc3C1C(CCCCCNC)CC1(C)C(O)CCC12, Cc1ccc(S(=O)(=O)OCCCCCCCC(F)(F)C(F)(F)F)cc1. Yields the product C=CC12CCc3cc(O)ccc3C1C(CCCCCN(C)CCCCCCCC(F)(F)C(F)(F)F)CC1(C)C(O)CCC12. As a reaction SMILES: [CH3:26][NH:27][CH2:28][CH2:29][CH2:30][CH2:31][CH2:32][CH:33]1[CH:34]2[c:35]3[cH:36][cH:37][c:38]([OH:54])[cH:39][c:40]3[CH2:41][CH2:42][C:43]2([CH:52]=[CH2:53])[CH:44]2[CH2:45][CH2:46][CH:47]([OH:51])[C:48]2([CH3:49])[CH2:50]1.[F:1][C:2]([CH2:3][CH2:4][CH2:5][CH2:6][CH2:7][CH2:8][CH2:9][O:10][S:11]([c:12]1[cH:13][cH:14][c:15]([CH3:16])[cH:17][cH:18]1)(=[O:19])=[O:20])([C:21]([F:22])([F:23])[F:24])[F:25]>>[F:1][C:2]([CH2:3][CH2:4][CH2:5][CH2:6][CH2:7][CH2:8][CH2:9][N:27]([CH3:26])[CH2:28][CH2:29][CH2:30][CH2:31][CH2:32][CH:33]1[CH:34]2[c:35]3[cH:36][cH:37][c:38]([OH:54])[cH:39][c:40]3[CH2:41][CH2:42][C:43]2([CH:52]=[CH2:53])[CH:44]2[CH2:45][CH2:46][CH:47]([OH:51])[C:48]2([CH3:49])[CH2:50]1)([C:21]([F:22])([F:23])[F:24])[F:25].